This data is from the Open Reaction Database (ORD), a public repository of structured organic reaction records. The task is: describe an organic reaction: reactants, conditions, products, and yield Starting materials: [OH-].[K+] (potassium hydroxide), ClC=1C(=NN(C1OC(F)F)C)C1=CC(=C(C=C1)Cl)N(S(=O)(=O)C)S(=O)(=O)C (4-chloro-3-(4-chloro-3-[di-(methylsulfonyl)-amino]-phenyl)-5-difluoromethoxy-1-methyl-1H-pyrazole). Run in O (water), CO (methanol). Reaction conditions: time 18 hour. The product is ClC=1C(=NN(C1OC(F)F)C)C1=CC(=C(C=C1)Cl)NS(=O)(=O)C (4-Chloro-3-[4-chloro-3-(methylsulfonylamino)-phenyl]-5-difluoromethoxy-1-methyl-1H-pyrazole). Yield: 78.8%. RXN SMILES: [OH-].[K+].[Cl:3][C:4]1[C:5]([C:14]2[CH:19]=[CH:18][C:17]([Cl:20])=[C:16]([N:21](S(C)(=O)=O)[S:22]([CH3:25])(=[O:24])=[O:23])[CH:15]=2)=[N:6][N:7]([CH3:13])[C:8]=1[O:9][CH:10]([F:12])[F:11]>O.CO>[Cl:3][C:4]1[C:5]([C:14]2[CH:19]=[CH:18][C:17]([Cl:20])=[C:16]([NH:21][S:22]([CH3:25])(=[O:23])=[O:24])[CH:15]=2)=[N:6][N:7]([CH3:13])[C:8]=1[O:9][CH:10]([F:11])[F:12] |f:0.1|. Procedure details: 0.3 g (4.7 mmol) of potassium hydroxide (dissolved in a little water) was added to a solution of 0.9 g (2.3 mmol) of 4-chloro-3-(4-chloro-3-[di-(methylsulfonyl)-amino]-phenyl)-5-difluoromethoxy-1-methyl-1H-pyrazole in 30 ml of methanol. The mixture was stirred at room temperature for 18 hours and then concentrated. The residue was taken up in 1N hydrochloric acid and then extracted with ethyl acetate. Drying of the organic phase with magnesium sulfate followed by concentration gave 0.7 g of the ... Starting materials: OCCN1C(C2=CC=CC(=C2C=C1)I)=O (2-(2-hydroxyethyl)-5-iodoisoquinolin-1(2H)-one), O1CCOCC1 (1,4-dioxane), C1(CCCCCC1)CN (cycloheptylmethanamine), N12CCCCCC2=NCCC1 (1,8-diazabicyclo[5.4.0]undec-7-ene). Reagents/catalysts: [C-]#[O+].[C-]#[O+].[C-]#[O+].[C-]#[O+].[C-]#[O+].[C-]#[O+].[Mo] (molybdenum hexacarbonyl), C(C)(=O)[O-].[Pd+2].C(C)(=O)[O-] (palladium acetate). Reaction conditions: temperature 110 celsius. Yields the product C1(CCCCCC1)CNC(=O)C=1C=2C=CN(C(C2C=CC1)=O)CCO (N-(Cycloheptylmethyl)-1,2-dihydro-2-(2-hydroxyethyl)-1-oxoisoquinoline-5-carboxamide). Reaction SMILES: [OH:1][CH2:2][CH2:3][N:4]1[CH:13]=[CH:12][C:11]2[C:6](=[CH:7][CH:8]=[CH:9][C:10]=2I)[C:5]1=[O:15].[CH:16]1([CH2:23][NH2:24])[CH2:22][CH2:21][CH2:20][CH2:19][CH2:18][CH2:17]1.N12CCCN=C1CCCCC2.[O:36]1CCOC[CH2:37]1>[C-]#[O+].[C-]#[O+].[C-]#[O+].[C-]#[O+].[C-]#[O+].[C-]#[O+].[Mo].C([O-])(=O)C.[Pd+2].C([O-])(=O)C>[CH:16]1([CH2:23][NH:24][C:37]([C:10]2[C:11]3[CH:12]=[CH:13][N:4]([CH2:3][CH2:2][OH:1])[C:5](=[O:15])[C:6]=3[CH:7]=[CH:8][CH:9]=2)=[O:36])[CH2:22][CH2:21][CH2:20][CH2:19][CH2:18][CH2:17]1 |f:4.5.6.7.8.9.10,11.12.13|. Procedure details: Into a 5 ml microwave reaction vessel was combined 2-(2-hydroxyethyl)-5-iodoisoquinolin-1(2H)-one (0.100 g, 0.000317 mol), cycloheptylmethanamine (100 mg, 0.0008 mol), molybdenum hexacarbonyl (80 mg, 0.0003 mol), palladium acetate (7 mg, 0.00003 mol), 1,8-diazabicyclo[5.4.0]undec-7-ene (0.1 mL, 0.001 mol) and 1,4-dioxane (1 mL, 0.02 mol). The vessel was exposed to microwave heating for 15 min at 110° C. The reaction tube was cooled to room temperature and the volatiles removed under educed press...